This data is from the Open Reaction Database (ORD), a public repository of structured organic reaction records. The task is: describe an organic reaction: reactants, conditions, products, and yield Procedure: An autoclave is charged with 2.43 g. o-nitrophenyl benzoate, 0.50 g. 5% palladium-on-carbon, 0.25 g. ferric chloride and 20 ml. of acetonitrile, purged with nitrogen, pressurized to 5,000 psig. with carbon monoxide, and heated at 190° C. for 6 hours. Analysis of the reaction mixture by vapor phase chromatography shows that the major component (87%) is 2-phenylbenzoxazole and a minor component is 3-benzoyl-2-benzoxazolinone. The catalyst is removed and the solvent is evaporated. Chromatography of... The product is C1(=CC=CC=C1)C=1OC2=C(N1)C=CC=C2 (2-phenylbenzoxazole). Reaction conditions: temperature 190 celsius. The reactants are C(C1=CC=CC=C1)(=O)OC1=C(C=CC=C1)[N+](=O)[O-] (o-nitrophenyl benzoate), ferric chloride. The reagents and catalysts are [Pd] (palladium-on-carbon). As a reaction SMILES: [C:1]([O:9][C:10]1[CH:15]=[CH:14][CH:13]=[CH:12][C:11]=1[N+:16]([O-])=O)(=O)[C:2]1[CH:7]=[CH:6][CH:5]=[CH:4][CH:3]=1>[Pd]>[C:2]1([C:1]2[O:9][C:10]3[CH:15]=[CH:14][CH:13]=[CH:12][C:11]=3[N:16]=2)[CH:7]=[CH:6][CH:5]=[CH:4][CH:3]=1. The reactants are C(=O)(N1C=NC=C1)N1C=NC=C1 (1,1'-carbonyldiimidazole), C(C)N(CCN)CC (N,N-diethylethylenediamine), C1(=CC=CC=C1)S(=O)CCNC(C)C (N-[2-(phenylsulfinyl)ethyl]-2-propanamine). Solvent: O1CCCC1 (tetrahydrofuran), O1CCCC1 (tetrahydrofuran). Run at time 1 hour. Yields the product C(C)N(CCNC(N(CCS(=O)C1=CC=CC=C1)C(C)C)=O)CC (N'-[2-(Diethylamino)ethyl]-N-(1-methylethyl)-N-[2-(phenylsulfinyl)ethyl]urea). Isolated yield 55.9%. As a reaction SMILES: [C:1](N1C=CN=C1)(N1C=CN=C1)=[O:2].[CH2:13]([N:15]([CH2:19][CH3:20])[CH2:16][CH2:17][NH2:18])[CH3:14].[C:21]1([S:27]([CH2:29][CH2:30][NH:31][CH:32]([CH3:34])[CH3:33])=[O:28])[CH:26]=[CH:25][CH:24]=[CH:23][CH:22]=1>O1CCCC1>[CH2:13]([N:15]([CH2:19][CH3:20])[CH2:16][CH2:17][NH:18][C:1](=[O:2])[N:31]([CH:32]([CH3:34])[CH3:33])[CH2:30][CH2:29][S:27]([C:21]1[CH:26]=[CH:25][CH:24]=[CH:23][CH:22]=1)=[O:28])[CH3:14]. Procedure: A mixture of 4.70 g (0.029 mole) of 1,1'-carbonyldiimidazole- and 3.07 g (0.0265 mole) of N,N-diethylethylenediamine in 400 ml of tetrahydrofuran was stirred at room temperature for 1 hr. A solution of 8.00 g (0.0245 mole) of N-[2-(phenylsulfinyl)ethyl]-2-propanamine in 50 ml of tetrahydrofuran was added, and the mixture was refluxed for 16 hr. The solvent was removed in vacuo, and the residue was dissolved in ether. The ether solution was extracted with several portions of water. The aqueous ex... The reactants are CO, Cl, c1cnc(-c2cc3[nH]c(C4CCNCC4)ncc-3n2)cn1. Yields the product Cl, c1cnc(-c2cc3[nH]c(C4CCNCC4)ncc-3n2)cn1, O. Reaction SMILES: [CH3:23][OH:24].[ClH:22].[NH:1]1[CH2:2][CH2:3][CH:4]([c:7]2[n:8][cH:9][c:10]3[n:15][c:14](-[c:16]4[n:17][cH:18][cH:19][n:20][cH:21]4)[cH:13][c:11]-3[nH:12]2)[CH2:5][CH2:6]1>>[ClH:22].[NH:1]1[CH2:2][CH2:3][CH:4]([c:7]2[n:8][cH:9][c:10]3[n:15][c:14](-[c:16]4[n:17][cH:18][cH:19][n:20][cH:21]4)[cH:13][c:11]-3[nH:12]2)[CH2:5][CH2:6]1.[OH2:24]. As a reaction SMILES: [NH2:1][CH2:2][CH:3]([C:5]1[C:14]2[C:9](=[CH:10][CH:11]=[CH:12][CH:13]=2)[CH:8]=[CH:7][CH:6]=1)[OH:4].O=[C:16]([CH3:30])[CH2:17][O:18][C:19]1[CH:24]=[CH:23][C:22]([CH2:25][C:26]([O:28][CH3:29])=[O:27])=[CH:21][CH:20]=1.C1C=CC=CC=1.C([BH3-])#N.[Na+]>CO>[CH3:29][O:28][C:26]([CH2:25][C:22]1[CH:21]=[CH:20][C:19]([O:18][CH2:17][CH:16]([NH:1][CH2:2][CH:3]([C:5]2[C:14]3[C:9](=[CH:10][CH:11]=[CH:12][CH:13]=3)[CH:8]=[CH:7][CH:6]=2)[OH:4])[CH3:30])=[CH:24][CH:23]=1)=[O:27] |f:3.4|. Yields the product COC(=O)CC1=CC=C(OCC(C)NCC(O)C2=CC=CC3=CC=CC=C23)C=C1 (2-[2-(4-Methoxycarbonylmethylphenoxy)-1-methylethyl]amino-1-(1-naphthyl)ethanol). Yield: 30.1%. Reactants: NCC(O)C1=CC=CC2=CC=CC=C12 (2-amino-1-(1-naphthyl)ethanol), C(#N)[BH3-].[Na+] (sodium cyanoborohydride), O=C(COC1=CC=C(C=C1)CC(=O)OC)C (methyl 4-(2-oxopropoxy)phenylacetate), C1=CC=CC=C1 (benzene). Run in CO (methanol). Reported procedure: Following a procedure similar to that described in Example 6, but using 3 g of 2-amino-1-(1-naphthyl)ethanol (prepared as described in Preparation 10), 3.87 g of methyl 4-(2-oxopropoxy)phenylacetate (prepared as described in Preparation 3), 60 ml of benzene, 50 ml of absolute methanol and 3 g of sodium cyanoborohydride, 1.9 g of the title compound were obtained having an Rf=0.35 (thin layer chromatography over silica gel, using ethyl acetate as the developing solvent). Procedure: The compound of example 535 was prepared analogous to compound of example 98 by hydrolysis of compound of example 534. As a reaction SMILES: C(NC1C=CC(C2C=C3C(CN([C@@H](C(C)C)C(O)=O)C3=O)=CC=2)=CC=1)(=O)C1C=CC=CC=1.[O:33]=[C:34]1[C:42]2[C:37](=[CH:38][CH:39]=[C:40]([C:43]3[CH:48]=[CH:47][C:46]([NH:49][C:50](=[O:62])[C:51]4[CH:56]=[CH:55][C:54]([O:57][C:58]([F:61])([F:60])[F:59])=[CH:53][CH:52]=4)=[CH:45][CH:44]=3)[CH:41]=2)[CH2:36][N:35]1[C:63]1([C:68]([O:70]C)=[O:69])[CH2:67][CH2:66][CH2:65][CH2:64]1>>[O:33]=[C:34]1[C:42]2[C:37](=[CH:38][CH:39]=[C:40]([C:43]3[CH:48]=[CH:47][C:46]([NH:49][C:50](=[O:62])[C:51]4[CH:52]=[CH:53][C:54]([O:57][C:58]([F:60])([F:59])[F:61])=[CH:55][CH:56]=4)=[CH:45][CH:44]=3)[CH:41]=2)[CH2:36][N:35]1[C:63]1([C:68]([OH:70])=[O:69])[CH2:67][CH2:66][CH2:65][CH2:64]1. Reactants: C(C1=CC=CC=C1)(=O)NC1=CC=C(C=C1)C1=CC=C2CN(C(C2=C1)=O)[C@H](C(=O)O)C(C)C ((S)-2-(6-(4-Benzamidophenyl)-1-oxoisoindolin-2-yl)-3-methylbutanoic acid), O=C1N(CC2=CC=C(C=C12)C1=CC=C(C=C1)NC(C1=CC=C(C=C1)OC(F)(F)F)=O)C1(CCCC1)C(=O)OC (Methyl 1-(1-oxo-6-(4-(4-(trifluoromethoxy)benzamido)phenyl)isoindolin-2-yl)cyclopentanecarboxylate). Yield: 70.0%. Product: O=C1N(CC2=CC=C(C=C12)C1=CC=C(C=C1)NC(C1=CC=C(C=C1)OC(F)(F)F)=O)C1(CCCC1)C(=O)O (1-(1-Oxo-6-(4-(4-(trifluoromethoxy)benzamido)phenyl)isoindolin-2-yl)cyclopentane carboxylic acid). Reactants: ice, [OH-].[Na+] (NaOH), N1C=CC=2C(=CC=CC12)C(=O)OC (methyl indole-4-carboxylate), C1(=CC=CC=C1)CCC(=O)Cl (3-phenylpropionyl chloride), [Cl-].[Al+3].[Cl-].[Cl-] (aluminum chloride). Run in ClC(C)Cl (dichloroethane). Conditions: temperature 0 celsius, time 2 hour. Product: C1(=CC=CC=C1)CCC(=O)C1=CNC=2C=CC=C(C12)C(=O)OC (methyl 3-(3-phenylpropionyl)-indole-4-carboxylate). As a reaction SMILES: [NH:1]1[C:9]2[CH:8]=[CH:7][CH:6]=[C:5]([C:10]([O:12][CH3:13])=[O:11])[C:4]=2[CH:3]=[CH:2]1.[C:14]1([CH2:20][CH2:21][C:22](Cl)=[O:23])[CH:19]=[CH:18][CH:17]=[CH:16][CH:15]=1.[Cl-].[Al+3].[Cl-].[Cl-].[OH-].[Na+]>ClC(Cl)C>[C:14]1([CH2:20][CH2:21][C:22]([C:3]2[C:4]3[C:5]([C:10]([O:12][CH3:13])=[O:11])=[CH:6][CH:7]=[CH:8][C:9]=3[NH:1][CH:2]=2)=[O:23])[CH:19]=[CH:18][CH:17]=[CH:16][CH:15]=1 |f:2.3.4.5,6.7|. Procedure details: A solution of methyl indole-4-carboxylate (250 mg, 1.43 mmol) in dichloroethane (3 mL) was treated with 3-phenylpropionyl chloride (361 mg, 2.14 mmol) at room temperature. The orange solution was cooled to 0° C. and treated with aluminum chloride (572 mg, 4.29 mmol). The reaction mixture was stirred at room temperature for 2 h, then poured into ice-cold 1M aqueous HCl. The aqueous solution was adjusted to pH=8 with 1M NaOH, and extracted with CH2Cl2 (10 mL×3). The organic solution was washed wit...